This data is from the Open Reaction Database (ORD), a public repository of structured organic reaction records. The task is: describe an organic reaction: reactants, conditions, products, and yield As a reaction SMILES: [C:1](=[O:2])([O:3][C:4]([CH3:5])([CH3:6])[CH3:7])[N:8]1[CH2:9][CH:10]([N:13]([C:14]([C:15]([CH2:16][OH:17])([CH3:18])[CH3:19])=[O:20])[CH:21]2[CH2:22][CH2:23][C:24]([CH3:27])([CH3:28])[CH2:25][CH2:26]2)[CH2:11][CH2:12]1.[CH2:33]1[O:34][CH2:35][CH2:36][CH2:37]1.[H-:30].[I:31][CH3:32].[Na+:29]>>[C:1](=[O:2])([O:3][C:4]([CH3:5])([CH3:6])[CH3:7])[N:8]1[CH2:9][CH:10]([N:13]([C:14]([C:15]([CH2:16][O:17][CH3:32])([CH3:18])[CH3:19])=[O:20])[CH:21]2[CH2:22][CH2:23][C:24]([CH3:27])([CH3:28])[CH2:25][CH2:26]2)[CH2:11][CH2:12]1. Starting materials: CC1(C)CCC(N(C(=O)C(C)(C)CO)C2CCN(C(=O)OC(C)(C)C)C2)CC1, C1CCOC1, [H-], CI, [Na+]. Product: COCC(C)(C)C(=O)N(C1CCC(C)(C)CC1)C1CCN(C(=O)OC(C)(C)C)C1. Starting materials: N1(C=NC=C1)CCCN (3-Imidazol-1-yl-propylamine), OC=1C=C(C=O)C=CC1 (3-Hydroxy-benzaldehyde), C(C)OC(C(CCCCCC)=O)=O (2-Oxo-octanoic acid ethyl ester). Run in C(C)O (ethanol). Conditions: temperature 50 celsius, time 24 hour. Product: OC=1C(N(C(C1CCCCC)C1=CC(=CC=C1)O)CCCN1C=NC=C1)=O (3-Hydroxy-5-(3-hydroxy-phenyl)-1-(3-imidazol-1-yl-propyl)-4-pentyl-1,5-dihydro-pyrrol-2-one). Reaction SMILES: [N:1]1([CH2:6][CH2:7][CH2:8][NH2:9])[CH:5]=[CH:4][N:3]=[CH:2]1.[OH:10][C:11]1[CH:12]=[C:13]([CH:16]=[CH:17][CH:18]=1)[CH:14]=O.C([O:21][C:22](=O)[C:23](=[O:30])[CH2:24][CH2:25][CH2:26][CH2:27][CH2:28][CH3:29])C>C(O)C>[OH:30][C:23]1[C:22](=[O:21])[N:9]([CH2:8][CH2:7][CH2:6][N:1]2[CH:5]=[CH:4][N:3]=[CH:2]2)[CH:14]([C:13]2[CH:16]=[CH:17][CH:18]=[C:11]([OH:10])[CH:12]=2)[C:24]=1[CH2:25][CH2:26][CH2:27][CH2:28][CH3:29]. Procedure: 3-Imidazol-1-yl-propylamine (1 mmol) and 3-Hydroxy-benzaldehyde (1 mmol) were added to ethanol (5 ml). After 30 min 2-Oxo-octanoic acid ethyl ester (1 mmol) was added. The reaction was heated to 50° C. and stirred for 24 h. After evaporation of the solvent the residue was purified with chromatographic methods.